From a dataset of the Open Reaction Database (ORD), a public repository of structured organic reaction records. describe an organic reaction: reactants, conditions, products, and yield Solvent: O1CCCC1 (tetrahydrofuran), C(Cl)Cl (methylene chloride). Yields the product ClCCN(C(=O)N(C1[C@H](O)[C@@H](O)[C@H](O)[C@H](O1)CO)CC(C)C)N=O (1-(2-chloroethyl)-1-nitroso-3-isobutyl-3-D-glucopyranosylurea). RXN SMILES: [Cl:1][CH2:2][CH2:3][NH:4][C:5]([N:7]([CH2:19][CH:20]([CH3:22])[CH3:21])[CH:8]1[O:16][C@H:15]([CH2:17][OH:18])[C@@H:13]([OH:14])[C@H:11]([OH:12])[C@H:9]1[OH:10])=[O:6].C(=O)([O-])[O-].[Na+].[Na+].[N+:29]([O-])([N+]([O-])=O)=[O:30]>O1CCCC1.C(Cl)Cl>[Cl:1][CH2:2][CH2:3][N:4]([N:29]=[O:30])[C:5]([N:7]([CH2:19][CH:20]([CH3:22])[CH3:21])[CH:8]1[O:16][C@H:15]([CH2:17][OH:18])[C@@H:13]([OH:14])[C@H:11]([OH:12])[C@H:9]1[OH:10])=[O:6] |f:1.2.3|. The yield is 75.9%. The reactants are ClCCNC(=O)N(C1[C@H](O)[C@@H](O)[C@H](O)[C@H](O1)CO)CC(C)C (1-(2-chloroethyl)-3-isobutyl-3-D-glucopyranosylurea), C([O-])([O-])=O.[Na+].[Na+] (sodium carbonate), [N+](=O)([N+](=O)[O-])[O-] (nitrogen tetroxide). Reported procedure: 3.4 g of 1-(2-chloroethyl)-3-isobutyl-3-D-glucopyranosylurea are dissoved in a mixture of 70 ml of tetrahydrofuran and 70 ml of methylene chloride, and 15 g of sodium carbonate anhydrate are added thereto. 5 g of nitrogen tetroxide gas are introduced into the mixture for 10 minutes under stirring and ice-cooling. The mixture is treated in the same manner as described in Example 2. 2.8 g of 1-(2-chloroethyl)-1-nitroso-3-isobutyl-3-D-glucopyranosylurea are thereby obtained as yellow caramel. Starting materials: C(C)(C)(C)C=1N=C(SC1)CO (4-tert-butyl-2-(hydroxymethyl)thiazole), CC(C)([O-])C.[K+] (potassium-tert-butoxide), [Cl-] (chloride), ClC1=CC=CC(=N1)C(=O)OC (methyl 6-chloropyridine-2-carboxylate). The solvent is O (Water). Run at temperature 120 celsius, time 2 hour. The product is C(C)(C)(C)C=1N=C(SC1)COC1=CC=CC(=N1)C(=O)OC (methyl 6-(4-tert-butyl-2-thiazolylmethoxy)pyridine-2-carboxylate). The yield is 25.3%. Reaction SMILES: [C:1]([C:5]1[N:6]=[C:7]([CH2:10][OH:11])[S:8][CH:9]=1)([CH3:4])([CH3:3])[CH3:2].CC(C)([O-])C.[K+].[Cl-].Cl[C:20]1[N:25]=[C:24]([C:26]([O:28][CH3:29])=[O:27])[CH:23]=[CH:22][CH:21]=1>O>[C:1]([C:5]1[N:6]=[C:7]([CH2:10][O:11][C:20]2[N:25]=[C:24]([C:26]([O:28][CH3:29])=[O:27])[CH:23]=[CH:22][CH:21]=2)[S:8][CH:9]=1)([CH3:4])([CH3:2])[CH3:3] |f:1.2|. Procedure: A mixture of 4-tert-butyl-2-(hydroxymethyl)thiazole (441 mg, 2.57 mmol), potassium-tert-butoxide (580 mg, 5.17 mmol), tricaprylmethylamminium chloride (100 mg) and methyl 6-chloropyridine-2-carboxylate (660 mg, 3.85 mmol) was stirred at 120° C. for 2 hours. Water was added to the reaction solution and the product formed was extracted with ethyl acetate. The extract was washed with water and brine in that order, dried over anhydrous sodium sulfate, and then concentrated under reduced pressure. Th... Starting materials: OC(CN(C(CCl)=O)CC1=CC=CC=C1)COC1=C(C=CC=C1)CC1=CC=CS1 (N-[2-hydroxy-3-[2-(2-thenyl)phenoxy]propyl]-N-benzyl-chloroacetamide), [Na] (sodium). Run in CO (methanol), CO (methanol). Product: C(C1=CC=CC=C1)N1CC(OCC1=O)COC1=C(C=CC=C1)CC1=CC=CS1 (4-benzyl-2-[2-(2-thenyl)phenoxymethyl]morpholin-5-one). Yield: 93.1%. As a reaction SMILES: [OH:1][CH:2]([CH2:16][O:17][C:18]1[CH:23]=[CH:22][CH:21]=[CH:20][C:19]=1[CH2:24][C:25]1[S:29][CH:28]=[CH:27][CH:26]=1)[CH2:3][N:4]([CH2:9][C:10]1[CH:15]=[CH:14][CH:13]=[CH:12][CH:11]=1)[C:5](=[O:8])[CH2:6]Cl.[Na]>CO>[CH2:9]([N:4]1[C:5](=[O:8])[CH2:6][O:1][CH:2]([CH2:16][O:17][C:18]2[CH:23]=[CH:22][CH:21]=[CH:20][C:19]=2[CH2:24][C:25]2[S:29][CH:28]=[CH:27][CH:26]=2)[CH2:3]1)[C:10]1[CH:15]=[CH:14][CH:13]=[CH:12][CH:11]=1 |^1:29|. Procedure: A solution of 27 g of N-[2-hydroxy-3-[2-(2-thenyl)phenoxy]propyl]-N-benzyl-chloroacetamide in 100 ml of methanol was added dropwise to a solution of 2.3 g of metallic sodium in 200 ml of methanol with stirring at room temperature. The resulting mixture was stirred under reflux for 3 hours. Then the methanol was distilled off under reduced pressure, and the residue was extracted with 200 ml of benzene. The benzene layer was washed with water and dried over anhydrous magnesium sulfate, and then th... Reactants: COC(=O)c1cccc(CBr)c1, C1CCCCC1, ClCCl, Nc1cccc(Oc2ccccc2)c1, O. Yields the product COC(=O)c1cccc(CNc2cccc(Oc3ccccc3)c2)c1. RXN SMILES: [Br:1][CH2:2][c:3]1[cH:4][c:5]([C:6](=[O:7])[O:8][CH3:9])[cH:10][cH:11][cH:12]1.[CH2:27]1[CH2:28][CH2:29][CH2:30][CH2:31][CH2:32]1.[CH2:34]([Cl:35])[Cl:36].[O:13]([c:14]1[cH:15][cH:16][cH:17][cH:18][cH:19]1)[c:20]1[cH:21][c:22]([NH2:23])[cH:24][cH:25][cH:26]1.[OH2:33]>>[CH2:2]([c:3]1[cH:4][c:5]([C:6](=[O:7])[O:8][CH3:9])[cH:10][cH:11][cH:12]1)[NH:23][c:22]1[cH:21][c:20]([O:13][c:14]2[cH:15][cH:16][cH:17][cH:18][cH:19]2)[cH:26][cH:25][cH:24]1. The reactants are c1ccc(CN2CCNCC2)cc1, O=c1[nH]ncc(Cl)c1Cl, [K+], [K+], O=C([O-])[O-], CN(C)C=O. Yields the product O=c1[nH]ncc(N2CCN(Cc3ccccc3)CC2)c1Cl. Reaction SMILES: [CH2:1]([c:2]1[cH:3][cH:4][cH:5][cH:6][cH:7]1)[N:8]1[CH2:9][CH2:10][NH:11][CH2:12][CH2:13]1.[Cl:14][c:15]1[c:16](=[O:22])[nH:17][n:18][cH:19][c:20]1[Cl:21].[K+:23].[K+:24].[O-:25][C:26]([O-:27])=[O:28].[O:29]=[CH:30][N:31]([CH3:32])[CH3:33]>>[CH2:1]([c:2]1[cH:3][cH:4][cH:5][cH:6][cH:7]1)[N:8]1[CH2:9][CH2:10][N:11]([c:20]2[c:15]([Cl:14])[c:16](=[O:22])[nH:17][n:18][cH:19]2)[CH2:12][CH2:13]1. Starting materials: O=C([O-])[O-], O=C([O-])O, CS(=O)(=O)Cl, Cc1cc(Cl)ccc1NCc1cccnc1, ClCCl, [K+], [K+], [Na+], [Na+], [OH-]. The product is Cc1cc(Cl)ccc1N(Cc1cccnc1)S(C)(=O)=O. RXN SMILES: [C:17](=[O:18])([O-:19])[O-:20].[C:28](=[O:29])([OH:30])[O-:31].[CH3:23][S:24]([Cl:25])(=[O:26])=[O:27].[Cl:1][c:2]1[cH:3][c:4]([CH3:16])[c:5]([NH:8][CH2:9][c:10]2[cH:11][n:12][cH:13][cH:14][cH:15]2)[cH:6][cH:7]1.[Cl:35][CH2:36][Cl:37].[K+:21].[K+:22].[Na+:32].[Na+:34].[OH-:33]>>[Cl:1][c:2]1[cH:3][c:4]([CH3:16])[c:5]([N:8]([CH2:9][c:10]2[cH:11][n:12][cH:13][cH:14][cH:15]2)[S:24]([CH3:23])(=[O:26])=[O:27])[cH:6][cH:7]1. Reaction SMILES: [Br-:43].[CH3:44][P+:45]([c:46]1[cH:47][cH:48][cH:49][cH:50][cH:51]1)([c:52]1[cH:53][cH:54][cH:55][cH:56][cH:57]1)[c:58]1[cH:59][cH:60][cH:61][cH:62][cH:63]1.[CH:1]([CH3:2])([CH3:3])[c:4]1[n:5][c:6](-[c:26]2[cH:27][cH:28][c:29]([C:32]([F:33])([F:34])[F:35])[cH:30][cH:31]2)[s:7][c:8]1[CH2:9][CH2:10][C:11](=[O:12])[c:13]1[cH:14][c:15]([CH3:25])[c:16]([CH2:19][CH2:20][C:21](=[O:22])[O:23][CH3:24])[cH:17][cH:18]1.[Cl-:36].[NH4+:37].[O:38]1[CH2:39][CH2:42][CH2:41][CH2:40]1>>[CH:1]([CH3:2])([CH3:3])[c:4]1[n:5][c:6](-[c:26]2[cH:27][cH:28][c:29]([C:32]([F:33])([F:34])[F:35])[cH:30][cH:31]2)[s:7][c:8]1[CH2:9][CH2:10][C:11]([c:13]1[cH:14][c:15]([CH3:25])[c:16]([CH2:19][CH2:20][C:21](=[O:22])[O:23][CH3:24])[cH:17][cH:18]1)=[CH2:39]. The product is C=C(CCc1sc(-c2ccc(C(F)(F)F)cc2)nc1C(C)C)c1ccc(CCC(=O)OC)c(C)c1. Reactants: [Br-], C[P+](c1ccccc1)(c1ccccc1)c1ccccc1, COC(=O)CCc1ccc(C(=O)CCc2sc(-c3ccc(C(F)(F)F)cc3)nc2C(C)C)cc1C, [Cl-], [NH4+], C1CCOC1. The reactants are N(=[N+]=[N-])C(C)[C@@H]1C(N[C@H]1CCOC(C)=O)=O (Trans-3-(1-azidoethyl)-4-(2'-acetoxyethyl)-2-azetidinone). Reagents/catalysts: [Pd] (Pd/C). Run in CCOC(=O)C (EtOAc). The product is NC(C)[C@@H]1C(N[C@H]1CCOC(C)=O)=O (trans-3-(1-aminoethyl)-4-(2'-acetoxyethyl)-2-azetidinone). Yield: 90.1%. RXN SMILES: [N:1]([CH:4]([C@H:6]1[C@H:9]([CH2:10][CH2:11][O:12][C:13](=[O:15])[CH3:14])[NH:8][C:7]1=[O:16])[CH3:5])=[N+]=[N-]>CCOC(C)=O.[Pd]>[NH2:1][CH:4]([C@H:6]1[C@H:9]([CH2:10][CH2:11][O:12][C:13](=[O:15])[CH3:14])[NH:8][C:7]1=[O:16])[CH3:5]. Procedure details: Trans-3-(1-azidoethyl)-4-(2'-acetoxyethyl)-2-azetidinone (0.824 g, 0.00364 mole), is dissolved in EtOAc and hydrogenated with 0.824 g, 10% Pd/C under 40 lbs of H2 for 1 hr. IR shows disappearance of N3 absorption. The catalyst is filtered off and the solution is evaporated in vacuo to give 0.658 g, (0.00328 mole, 90% yield) of the product. Starting materials: N[C@]12[C@@H]([C@H]3CC[C@@H]4[C@]5(CC=C(C([C@@H]5CC[C@]4([C@@]3(CC1)C)C)(C)C)C1=CC[C@@H](CC1)C(=O)OCC1=CC=CC=C1)C)[C@@H](CC2)C(=C)C ((R)-benzyl 4-((1R,3 aS,5aR,5bR,7aR,11aS,11bR,13aR,13bR)-3a-amino-5a,5b,8,8,11a-pentamethyl-1-(prop-1-en-2-yl)-2,3,3a,4,5,5a,5b,6,7,7a,8,11,11a,11b,12,13,13a,13b-octadecahydro-1H-cyclopenta[a]chrysen-9-yl)cyclohex-3-enecarboxylate), P(O)(O)(O)=O (phosphoric acid), [K] (potassium), ClCCN1[C@@H]2CS([C@H](C1)C2)(=O)=O ((1S,4S)-5-(2-chloroethyl)-2-thia-5-azabicyclo[2.2.1]heptane 2,2-dioxide), [I-].[K+] (potassium iodide). Run at temperature 120 celsius, time 22 hour. The product is O=S1([C@@H]2CN([C@H](C1)C2)CCN[C@]21[C@@H]([C@H]3CC[C@@H]4[C@]5(CC=C(C([C@@H]5CC[C@]4([C@@]3(CC2)C)C)(C)C)C2=CC[C@@H](CC2)C(=O)OCC2=CC=CC=C2)C)[C@@H](CC1)C(=C)C)=O ((R)-benzyl 4-((1R,3aS,5aR,5bR,7aR,11aS,11bR,13aR,13bR)-3a-((2-((1S,4S)-2,2-dioxido-2-thia-5-azabicyclo[2.2.1]heptan-5-yl)ethyl)amino)-5a,5b,8,8,11a-pentamethyl-1-(prop-1-en-2-yl)-2,3,3a,4,5,5a,5b,6,7,7a,8,11,11a,11b,12,13,13a,13b-octadecahydro-1H-cyclopenta[a]chrysen-9-yl)cyclohex-3-enecarboxylate). Isolated yield 55.4%. RXN SMILES: [NH2:1][C@:2]12[CH2:43][CH2:42][C@@H:41]([C:44]([CH3:46])=[CH2:45])[C@@H:3]1[C@@H:4]1[C@@:17]([CH3:20])([CH2:18][CH2:19]2)[C@@:16]2([CH3:21])[C@@H:7]([C@:8]3([CH3:40])[C@@H:13]([CH2:14][CH2:15]2)[C:12]([CH3:23])([CH3:22])[C:11]([C:24]2[CH2:29][CH2:28][C@@H:27]([C:30]([O:32][CH2:33][C:34]4[CH:39]=[CH:38][CH:37]=[CH:36][CH:35]=4)=[O:31])[CH2:26][CH:25]=2)=[CH:10][CH2:9]3)[CH2:6][CH2:5]1.P(=O)(O)(O)O.[K].Cl[CH2:54][CH2:55][N:56]1[CH2:61][C@@H:60]2[CH2:62][C@H:57]1[CH2:58][S:59]2(=[O:64])=[O:63].[I-].[K+]>>[O:64]=[S:59]1(=[O:63])[CH2:58][C@@H:57]2[CH2:62][C@H:60]1[CH2:61][N:56]2[CH2:55][CH2:54][NH:1][C@:2]12[CH2:43][CH2:42][C@@H:41]([C:44]([CH3:46])=[CH2:45])[C@@H:3]1[C@@H:4]1[C@@:17]([CH3:20])([CH2:18][CH2:19]2)[C@@:16]2([CH3:21])[C@@H:7]([C@:8]3([CH3:40])[C@@H:13]([CH2:14][CH2:15]2)[C:12]([CH3:23])([CH3:22])[C:11]([C:24]2[CH2:29][CH2:28][C@@H:27]([C:30]([O:32][CH2:33][C:34]4[CH:35]=[CH:36][CH:37]=[CH:38][CH:39]=4)=[O:31])[CH2:26][CH:25]=2)=[CH:10][CH2:9]3)[CH2:6][CH2:5]1 |f:4.5,^1:51|. Procedure details: In a 15 mL medium pressure flask was added (R)-benzyl 4-((1R,3 aS,5aR,5bR,7aR,11aS,11bR,13aR,13bR)-3a-amino-5a,5b,8,8,11a-pentamethyl-1-(prop-1-en-2-yl)-2,3,3a,4,5,5a,5b,6,7,7a,8,11,11a,11b,12,13,13a,13b-octadecahydro-1H-cyclopenta[a]chrysen-9-yl)cyclohex-3-enecarboxylate (70 mg, 0.112 mmol), phosphoric acid, potassium salt (119 mg, 0.561 mmol), (1S,4S)-5-(2-chloroethyl)-2-thia-5-azabicyclo[2.2.1]heptane 2,2-dioxide (70.6 mg, 0.337 mmol) and potassium iodide (55.9 mg, 0.337 mmol). The solid mixt...